Dataset: the Open Reaction Database (ORD), a public repository of structured organic reaction records. Task: describe an organic reaction: reactants, conditions, products, and yield Starting materials: COC(=O)CCCC=1SC(=C(N1)C1=CC=C(C=C1)OC)C=1C=NC=CC1 (2-(3-methoxycarbonylpropyl)-4-(4-methoxyphenyl)-5-(3-pyridyl)-1,3-thiazole), [H-].[Al+3].[Li+].[H-].[H-].[H-] (lithium aluminium hydride), O (water). The solvent is O1CCCC1 (tetrahydrofuran). Reaction conditions: time 1 hour. Yields the product OCCCCC=1SC(=C(N1)C1=CC=C(C=C1)OC)C=1C=NC=CC1 (2-(4-hydroxybutyl)-4-(4-methoxyphenyl)-5-(3-pyridyl)-1,3-thiazole). The yield is 81.0%. Reaction SMILES: C[O:2][C:3]([CH2:5][CH2:6][CH2:7][C:8]1[S:9][C:10]([C:21]2[CH:22]=[N:23][CH:24]=[CH:25][CH:26]=2)=[C:11]([C:13]2[CH:18]=[CH:17][C:16]([O:19][CH3:20])=[CH:15][CH:14]=2)[N:12]=1)=O.[H-].[Al+3].[Li+].[H-].[H-].[H-].O>O1CCCC1>[OH:2][CH2:3][CH2:5][CH2:6][CH2:7][C:8]1[S:9][C:10]([C:21]2[CH:22]=[N:23][CH:24]=[CH:25][CH:26]=2)=[C:11]([C:13]2[CH:14]=[CH:15][C:16]([O:19][CH3:20])=[CH:17][CH:18]=2)[N:12]=1 |f:1.2.3.4.5.6|. Reported procedure: In 10 ml of tetrahydrofuran was dissolved 770 mg of 2-(3-methoxycarbonylpropyl)-4-(4-methoxyphenyl)-5-(3-pyridyl)-1,3-thiazole prepared by example 4, which was then cooled with ice. To the solution was added little by little 100 mg of lithium aluminium hydride, which was stirred for one hour. To the mixture was added water, which was subjected to extraction with ethyl acetate. The organic layer was washed with water, dried and concentrated, followed by purifying by means of a silica-gel chromato... Starting materials: CCC(=O)O, CCO, O=C[O-], [NH4+], CC(C)(O)C#Cc1ccc2[nH]c(=O)c3[nH]ccc3c2c1. The product is CCC(=O)O, CC(C)(O)CCc1ccc2[nH]c(=O)c3[nH]ccc3c2c1. As a reaction SMILES: [CH2:1]([CH3:2])[C:3](=[O:4])[OH:5].[CH3:30][CH2:31][OH:32].[CH:26]([O-:27])=[O:28].[NH4+:29].[OH:6][C:7]([C:8]#[C:9][c:10]1[cH:11][c:12]2[c:13]3[c:14]([c:15](=[O:20])[nH:16][c:17]2[cH:18][cH:19]1)[nH:21][cH:22][cH:23]3)([CH3:24])[CH3:25]>>[CH2:1]([CH3:2])[C:3](=[O:4])[OH:5].[OH:6][C:7]([CH2:8][CH2:9][c:10]1[cH:11][c:12]2[c:13]3[c:14]([c:15](=[O:20])[nH:16][c:17]2[cH:18][cH:19]1)[nH:21][cH:22][cH:23]3)([CH3:24])[CH3:25]. The reactants are O=C(Cl)c1cccc(Br)c1, C1CCOC1, CC(N)(C#N)Cn1cc2c(Cl)cc(Cl)c(Cl)c2n1. The product is CC(C#N)(Cn1cc2c(Cl)cc(Cl)c(Cl)c2n1)NC(=O)c1cccc(Br)c1. As a reaction SMILES: [Br:1][c:2]1[cH:3][c:4]([C:5](=[O:6])[Cl:7])[cH:8][cH:9][cH:10]1.[CH2:29]1[O:30][CH2:31][CH2:32][CH2:33]1.[NH2:11][C:12]([C:13]#[N:14])([CH2:15][n:16]1[n:17][c:18]2[c:19]([Cl:27])[c:20]([Cl:26])[cH:21][c:22]([Cl:25])[c:23]2[cH:24]1)[CH3:28]>>[Br:1][c:2]1[cH:3][c:4]([C:5](=[O:6])[NH:11][C:12]([C:13]#[N:14])([CH2:15][n:16]2[n:17][c:18]3[c:19]([Cl:27])[c:20]([Cl:26])[cH:21][c:22]([Cl:25])[c:23]3[cH:24]2)[CH3:28])[cH:8][cH:9][cH:10]1. The reactants are C1(CC1)N (Cyclopropylamine), COC(=O)C=1C=C(C2=C(S(CC3=C(O2)C(=CC(=C3)NCCCl)Cl)(=O)=O)C1)C (4-Chloro-2-(2-chloro-ethylamino)-6-methyl-10,10-dioxo-10,11-dihydro-5-oxa-10lambda*6*-thia-dibenzo[a,d]cycloheptene-8-carboxylic acid methyl ester). The reagents and catalysts are [I-].C(CCC)[N+](CCCC)(CCCC)CCCC (tetrabutylammonium iodide). Solvent: CO (methanol). Run at temperature 110 celsius, time 5 hour. Yields the product COC(=O)C=1C=C(C2=C(S(CC3=C(O2)C(=CC(=C3)NCCNC3CC3)Cl)(=O)=O)C1)C (4-Chloro-2-(2-cyclopropylamino-ethylamino)-6-methyl-10,10-dioxo-10,11-dihydro-5-oxa-10lambda*6*-thia-dibenzo[a,d]cycloheptene-8-carboxylic acid methyl ester). Reaction SMILES: [CH:1]1([NH2:4])[CH2:3][CH2:2]1.[CH3:5][O:6][C:7]([C:9]1[CH:10]=[C:11]([CH3:31])[C:12]2[O:18][C:17]3[C:19]([Cl:27])=[CH:20][C:21]([NH:23][CH2:24][CH2:25]Cl)=[CH:22][C:16]=3[CH2:15][S:14](=[O:29])(=[O:28])[C:13]=2[CH:30]=1)=[O:8]>[I-].C([N+](CCCC)(CCCC)CCCC)CCC.CO>[CH3:5][O:6][C:7]([C:9]1[CH:10]=[C:11]([CH3:31])[C:12]2[O:18][C:17]3[C:19]([Cl:27])=[CH:20][C:21]([NH:23][CH2:24][CH2:25][NH:4][CH:1]4[CH2:3][CH2:2]4)=[CH:22][C:16]=3[CH2:15][S:14](=[O:28])(=[O:29])[C:13]=2[CH:30]=1)=[O:8] |f:2.3|. Procedure: Cyclopropylamine (0.819 g, 1.4 mmol) and tetrabutylammonium iodide (0.010 g, 0.027 mmol) were sequentially added with stirring to a solution of the carboxylic acid of Example 56k (0.59 g, 1.2 mmol) in dry methanol (10 mL). The reaction mixture was stirred at 110° C. for 5 h in an atmosphere of nitrogen. It was concentrated, treated with a methanolic HCl solution (15 mL) and refluxed for 2 h. The reaction mixture was concentrated, treated with an aqueous sodium bicarbonate solution to pH 7, water...